Task: describe an organic reaction: reactants, conditions, products, and yield. Dataset: the Open Reaction Database (ORD), a public repository of structured organic reaction records Reactants: [Br-], CC[Mg+], C1CCOC1, [Cl-], [NH4+], CON(C)C(=O)c1sc(NC(=O)c2ccncc2)nc1-c1ccco1. Product: CCC(=O)c1sc(NC(=O)c2ccncc2)nc1-c1ccco1. RXN SMILES: [Br-:26].[CH2:27]([CH3:28])[Mg+:29].[CH2:32]1[O:33][CH2:34][CH2:35][CH2:36]1.[Cl-:30].[NH4+:31].[o:1]1[c:2](-[c:6]2[n:7][c:8]([NH:17][C:18](=[O:19])[c:20]3[cH:21][cH:22][n:23][cH:24][cH:25]3)[s:9][c:10]2[C:11]([N:12]([O:13][CH3:14])[CH3:15])=[O:16])[cH:3][cH:4][cH:5]1>>[o:1]1[c:2](-[c:6]2[n:7][c:8]([NH:17][C:18](=[O:19])[c:20]3[cH:21][cH:22][n:23][cH:24][cH:25]3)[s:9][c:10]2[C:11](=[O:16])[CH2:27][CH3:28])[cH:3][cH:4][cH:5]1. The reactants are Nc1cnc(Br)cn1, O=C([O-])[O-], CC1CN(c2c(C=O)cc(B3OC(C)(C)C(C)(C)O3)c(F)c2F)CC(C)O1, Cc1ccccc1, CCOC(C)=O, CC(C)O, [Cs+], [Cs+], O, O. Yields the product CC1CN(c2c(C=O)cc(-c3cnc(N)cn3)c(F)c2F)CC(C)O1. RXN SMILES: [Br:46][c:47]1[n:48][cH:49][c:50]([NH2:53])[n:51][cH:52]1.[C:28](=[O:29])([O-:30])[O-:31].[CH3:1][CH:2]1[O:3][CH:4]([CH3:27])[CH2:5][N:6]([c:8]2[c:9]([CH:10]=[O:11])[cH:12][c:13]([B:18]3[O:19][C:20]([CH3:21])([CH3:22])[C:23]([CH3:24])([CH3:25])[O:26]3)[c:14]([F:17])[c:15]2[F:16])[CH2:7]1.[CH3:34][c:35]1[cH:36][cH:37][cH:38][cH:39][cH:40]1.[CH3:54][CH2:55][O:56][C:57]([CH3:58])=[O:59].[CH:41]([OH:42])([CH3:43])[CH3:44].[Cs+:32].[Cs+:33].[OH2:45].[OH2:60]>>[CH3:1][CH:2]1[O:3][CH:4]([CH3:27])[CH2:5][N:6]([c:8]2[c:9]([CH:10]=[O:11])[cH:12][c:13](-[c:47]3[n:48][cH:49][c:50]([NH2:53])[n:51][cH:52]3)[c:14]([F:17])[c:15]2[F:16])[CH2:7]1. Reactants: ClC1=CC=C(CNC(=O)C=2C=NC3=CC=C(C=C3C2O)I)C=C1 (N-(4-chlorobenzyl)-4-hydroxy-6-iodo-3-quinolinecarboxamide), C([O-])([O-])=O.[K+].[K+] (potassium carbonate), C1(=C(C(=CC(=C1)C)C)S(=O)(=O)ON)C (O-(mesitylsulfonyl)hydroxylamine). The solvent is CN(C)C=O (DMF). Run at time 24 hour. Product: NN1C=C(C(C2=CC(=CC=C12)I)=O)C(=O)NCC1=CC=C(C=C1)Cl (1-Amino-N-(4-chlorobenzyl)-6-iodo-4-oxo-1,4-dihydro-3-quinolinecarboxamide). Yield: 65.3%. As a reaction SMILES: [Cl:1][C:2]1[CH:23]=[CH:22][C:5]([CH2:6][NH:7][C:8]([C:10]2[CH:11]=[N:12][C:13]3[C:18]([C:19]=2[OH:20])=[CH:17][C:16]([I:21])=[CH:15][CH:14]=3)=[O:9])=[CH:4][CH:3]=1.C(=O)([O-])[O-].[K+].[K+].C1(C)C=C(C)C=C(C)C=1S(O[NH2:42])(=O)=O>CN(C=O)C>[NH2:42][N:12]1[C:13]2[C:18](=[CH:17][C:16]([I:21])=[CH:15][CH:14]=2)[C:19](=[O:20])[C:10]([C:8]([NH:7][CH2:6][C:5]2[CH:4]=[CH:3][C:2]([Cl:1])=[CH:23][CH:22]=2)=[O:9])=[CH:11]1 |f:1.2.3|. Procedure details: A suspension of N-(4-chlorobenzyl)-4-hydroxy-6-iodo-3-quinolinecarboxamide (2.0 g) of Preparation No. 4 and of potassium carbonate (2.0 g) in DMF (40 mL) is stirred at room temperature for 5 hrs and then treated with of O-(mesitylsulfonyl)hydroxylamine (1.5 g). After 24 hrs, the solvent is evaporated under reduced pressure and the residue is diluted with water(150 mL). The resulting solid is filtered and washed with water (3×) and ether (2×). Recrystallization from hot acetic acid/water affords ... The reactants are FC=1C=C(C=CC1)C1=NOC(=C1C(=O)O)C (3-(3-fluorophenyl)-5-methylisoxazol-4-carboxylic acid), Cl.C(C)N=C=NCCCN(C)C (1-ethyl-3-(dimethylaminopropyl)carbodiimide hydrochloride), FC1=CC=C(C=C1)N1CCNCC1 (1-(4-fluorophenyl)piperazine). Solvent: ClCCl (dichloromethane). Product: FC=1C=C(C=CC1)C1=NOC(=C1C(=O)N1CCN(CC1)C1=CC=C(C=C1)F)C ((3-(3-fluorophenyl)-5-methylisoxazol-4-yl)(4-(4-fluorophenyl)piperazine-1-yl)methanone). The yield is 72.3%. Reaction SMILES: [F:1][C:2]1[CH:3]=[C:4]([C:8]2[C:12]([C:13]([OH:15])=O)=[C:11]([CH3:16])[O:10][N:9]=2)[CH:5]=[CH:6][CH:7]=1.Cl.C(N=C=NCCCN(C)C)C.[F:29][C:30]1[CH:35]=[CH:34][C:33]([N:36]2[CH2:41][CH2:40][NH:39][CH2:38][CH2:37]2)=[CH:32][CH:31]=1>ClCCl>[F:1][C:2]1[CH:3]=[C:4]([C:8]2[C:12]([C:13]([N:39]3[CH2:38][CH2:37][N:36]([C:33]4[CH:32]=[CH:31][C:30]([F:29])=[CH:35][CH:34]=4)[CH2:41][CH2:40]3)=[O:15])=[C:11]([CH3:16])[O:10][N:9]=2)[CH:5]=[CH:6][CH:7]=1 |f:1.2|. Procedure details: In a similar manner as described in Example 1, by using dichloromethane (30 mL), 3-(3-fluorophenyl)-5-methylisoxazol-4-carboxylic acid (407 mg, 1.84 mmol), 1-ethyl-3-(dimethylaminopropyl)carbodiimide hydrochloride (388 mg, 2.02 mmol) and 1-(4-fluorophenyl)piperazine (332 mg, 1.84 mmol), a white solid required compound (511 mg, 1.33 mmol, 72%) was obtained. Reactants: ice water, Cl (hydrochloric acid), crude product, C(OC1=CC=CC=C1)(OC1=CC=CC=C1)=O (diphenyl carbonate), [H-].[Na+] (sodium hydride), NC1=NC(=NC(=N1)OC)C (2-amino-4-methoxy-6-methyl-1,3,5-triazine), NS(=O)(=O)C1=C(C(=O)OC)C=CC(=C1)I (methyl 2-aminosulfonyl-4-iodobenzoate). Run in CC(=O)N(C)C (DMA), CC(=O)N(C)C (dimethylacetamide), CC(=O)N(C)C (DMA). Yields the product COC1=NC(=NC(=N1)C)NC(=O)NS(=O)(=O)C1=C(C(=O)OC)C=CC(=C1)I (Methyl 2-[[[[(4-methoxy-6-methyl-1,3,5-triazin-2-yl)-amino]-carbonyl]-amino]-sulfonyl]-4-iodobenzoate). Reaction SMILES: [H-].[Na+].[NH2:3][C:4]1[N:9]=[C:8]([O:10][CH3:11])[N:7]=[C:6]([CH3:12])[N:5]=1.[C:13](=O)(OC1C=CC=CC=1)[O:14]C1C=CC=CC=1.[NH2:29][S:30]([C:33]1[CH:42]=[C:41]([I:43])[CH:40]=[CH:39][C:34]=1[C:35]([O:37][CH3:38])=[O:36])(=[O:32])=[O:31].Cl>CC(N(C)C)=O>[CH3:11][O:10][C:8]1[N:7]=[C:6]([CH3:12])[N:5]=[C:4]([NH:3][C:13]([NH:29][S:30]([C:33]2[CH:42]=[C:41]([I:43])[CH:40]=[CH:39][C:34]=2[C:35]([O:37][CH3:38])=[O:36])(=[O:32])=[O:31])=[O:14])[N:9]=1 |f:0.1|. Procedure: 0.084 g of sodium hydride (60% pure in paraffin oil) was added to a suspension of 0.23 g of 2-amino-4-methoxy-6-methyl-1,3,5-triazine in 3 ml of dimethylacetamide (DMA) at room temperature to form a mixture. The mixture was stirred until the evolution of gas ended. A solution of 0.44 g of diphenyl carbonate in 1 ml of DMA was then slowly added dropwise at about 5° C., and the resulting mixture therefrom was stirred for 10 minutes. A solution of 0.68 g of methyl 2-aminosulfonyl-4-iodobenzoate (92... The reactants are [BH4-], CCOCC, O=Cc1cccc(Cc2ccccc2)c1, CO, [Na+], O. The product is OCc1cccc(Cc2ccccc2)c1. RXN SMILES: [BH4-:16].[CH2:18]([O:19][CH2:20][CH3:21])[CH3:22].[CH2:1]([c:2]1[cH:3][cH:4][cH:5][cH:6][cH:7]1)[c:8]1[cH:9][c:10]([CH:11]=[O:12])[cH:13][cH:14][cH:15]1.[CH3:24][OH:25].[Na+:17].[OH2:23]>>[CH2:1]([c:2]1[cH:3][cH:4][cH:5][cH:6][cH:7]1)[c:8]1[cH:9][c:10]([CH2:11][OH:12])[cH:13][cH:14][cH:15]1. Reactants: [CH2]C, CCOC(CCP(C)(=O)[O-])OCC, CCO, CCOP(C)OCC, C=CC=O, Oc1ccc(O)cc1. Yields the product CCOC(CCP(C)(=O)OCC)OCC. Reaction SMILES: [CH2:21][CH3:22].[CH2:23]([CH3:24])[O:25][CH:26]([CH2:27][CH2:28][P:29]([CH3:30])(=[O:31])[O-:32])[O:33][CH2:34][CH3:35].[CH2:36]([OH:37])[CH3:38].[CH3:13][P:14]([O:15][CH2:16][CH3:17])[O:18][CH2:19][CH3:20].[CH:1]([CH:2]=[CH2:3])=[O:4].[OH:5][c:6]1[cH:7][cH:8][c:9]([OH:10])[cH:11][cH:12]1>>[CH3:13][P:14](=[O:15])([O:18][CH2:19][CH3:20])[CH2:28][CH2:27][CH:26]([O:25][CH2:23][CH3:24])[O:33][CH2:34][CH3:35]. As a reaction SMILES: [CH3:1][C:2]([CH:3]=[CH2:4])([C:5]([CH2:6][CH3:7])([CH3:8])[CH3:9])[OH:10].[P:11](=[O:12])([OH:13])([OH:14])[OH:15]>>[CH2:1]=[C:2]([CH:3]=[CH2:4])[C:5]([CH2:6][CH3:7])([CH3:8])[CH3:9]. Starting materials: C=CC(C)(O)C(C)(C)CC, O=P(O)(O)O. Product: C=CC(=C)C(C)(C)CC. Starting materials: ClC1=NC=C(C(=O)O)C=C1 (6-chloronicotinic acid), COCCN (2-methoxyethylamine). Run in CC(C)O (IPA). Yields the product COCCNC1=NC=C(C(=O)O)C=C1 (6-(2-methoxy-ethylamino)-nicotinic acid). Isolated yield 19.3%. RXN SMILES: Cl[C:2]1[CH:10]=[CH:9][C:5]([C:6]([OH:8])=[O:7])=[CH:4][N:3]=1.[CH3:11][O:12][CH2:13][CH2:14][NH2:15]>CC(O)C>[CH3:11][O:12][CH2:13][CH2:14][NH:15][C:2]1[CH:10]=[CH:9][C:5]([C:6]([OH:8])=[O:7])=[CH:4][N:3]=1. Procedure details: A microwave vial is charged with 6-chloronicotinic acid (1 g, 6.35 mmol), 2-methoxyethylamine (1.214 mL, 13.96 mmol) and IPA (3.5 mL) sealed and irradiated in a microwave synthesizer at 180° for 40 min. The reaction was cooled, concentrated and purified by SiO2 chromatography eluting with a MeOH/DCM gradient (5% to 10% MeOH containing 0.5% HOAc) to afford 0.24 g of 6-(2-methoxy-ethylamino)-nicotinic acid (330) as a white solid. Product: CC(CO)c1ccccc1. Reactants: [Al+3], C1CCOC1, [H-], [H-], [H-], [H-], [Li+], [Na+], [OH-], O, CC(C(=O)N1C(=O)OCC1Cc1ccccc1)c1ccccc1. RXN SMILES: [Al+3:25].[CH2:33]1[O:34][CH2:35][CH2:36][CH2:37]1.[H-:24].[H-:27].[H-:28].[H-:29].[Li+:26].[Na+:32].[OH-:31].[OH2:30].[c:1]1([CH2:2][CH:3]2[CH2:4][O:5][C:6](=[O:7])[N:8]2[C:14]([CH:15]([CH3:16])[c:17]2[cH:18][cH:19][cH:20][cH:21][cH:22]2)=[O:23])[cH:9][cH:10][cH:11][cH:12][cH:13]1>>[CH2:14]([CH:15]([CH3:16])[c:17]1[cH:18][cH:19][cH:20][cH:21][cH:22]1)[OH:23].